This data is from the Open Reaction Database (ORD), a public repository of structured organic reaction records. The task is: describe an organic reaction: reactants, conditions, products, and yield Reactants: FC1=CC=C(C#N)C=C1 (4-fluorobenzonitrile), N1CCSCC1 (thiomorpholine). Product: S1CCN(CC1)C1=CC=C(C#N)C=C1 (4-Thiomorpholinobenzonitrile). RXN SMILES: F[C:2]1[CH:9]=[CH:8][C:5]([C:6]#[N:7])=[CH:4][CH:3]=1.[NH:10]1[CH2:15][CH2:14][S:13][CH2:12][CH2:11]1>>[S:13]1[CH2:14][CH2:15][N:10]([C:2]2[CH:9]=[CH:8][C:5]([C:6]#[N:7])=[CH:4][CH:3]=2)[CH2:11][CH2:12]1. Procedure details: According to a similar manner to that in Reference Example 12, the title compound was synthesized from 4-fluorobenzonitrile and thiomorpholine. The reactants are [W] (tungsten), CCO[Si](OCC)(OCC)OCC (TEOS). The product is [W].CCO[Si](OCC)(OCC)OCC (Tungsten TEOS). As a reaction SMILES: [W:1].[CH3:2][CH2:3][O:4][Si:5]([O:12][CH2:13][CH3:14])([O:9][CH2:10][CH3:11])[O:6][CH2:7][CH3:8]>>[W:1].[CH3:8][CH2:7][O:6][Si:5]([O:4][CH2:3][CH3:2])([O:9][CH2:10][CH3:11])[O:12][CH2:13][CH3:14] |f:2.3|. Reported procedure: A ratio in which the polishing rate for tungsten was divided by the polishing rate for TEOS was calculated. Starting materials: CCOC(=O)C (EtOAc), COC1=C(C=CC=C1)C=1SC=C(N1)NC(=O)NC1=NC(=CC=C1)CN1CCCCC1 (1-[2-(2-Methoxyphenyl)thiazol-4-yl]-3-(6-piperidin-1-ylmethyl-pyridin-2-yl)urea), [Cl-].[Be+2].[Cl-] (beryllium chloride), 4A. Run in C1(=CC=CC=C1)C (toluene), C1(=CC=CC=C1)C (toluene). Yields the product OC=1C=C(C=CC1)C=1SC=C(N1)NC(=O)NC1=NC(=CC=C1)CN1CCCCC1 (1-[2-(3-Hydroxyphenyl)thiazol-4-yl]-3-(6-piperidin-1-ylmethyl-pyridin-2-yl)urea). Reaction SMILES: CO[C:3]1[CH:8]=[CH:7][CH:6]=[CH:5][C:4]=1[C:9]1[S:10][CH:11]=[C:12]([NH:14][C:15]([NH:17][C:18]2[CH:23]=[CH:22][CH:21]=[C:20]([CH2:24][N:25]3[CH2:30][CH2:29][CH2:28][CH2:27][CH2:26]3)[N:19]=2)=[O:16])[N:13]=1.[Cl-].[Be+2].[Cl-].CC[O:36]C(C)=O>C1(C)C=CC=CC=1>[OH:36][C:6]1[CH:5]=[C:4]([C:9]2[S:10][CH:11]=[C:12]([NH:14][C:15]([NH:17][C:18]3[CH:23]=[CH:22][CH:21]=[C:20]([CH2:24][N:25]4[CH2:30][CH2:29][CH2:28][CH2:27][CH2:26]4)[N:19]=3)=[O:16])[N:13]=2)[CH:3]=[CH:8][CH:7]=1 |f:1.2.3|. Procedure details: A mixture of 1-[2-(3-methoxyphenyl)thiazol-4-yl]-3-(6-piperidin-1-ylmethyl-pyridin-2-yl)urea (Example 218) and beryllium chloride (5.0 eq) in dry toluene (0.2 M) and 4A molecular sieves was heated at reflux for 10 h. The starting material was not totally soluble in toluene. The mixture was brought to RT, diluted with EtOAc and washed with saturated NH4Cl. The organic phase was separated, dried over MgSO4, filtered, concentrated by rotary evaporation and purified by prep HPLC (Column Phenomenex t... As a reaction SMILES: [CH:1]([CH3:2])([CH3:3])[O:4][c:5]1[c:6]([C:7](=[O:8])[OH:9])[cH:10][c:11]([S:14](=[O:15])(=[O:16])[CH3:17])[cH:12][cH:13]1.[ClH:18].[N+:19](=[O:20])([O-:21])[c:22]1[cH:23][cH:24][cH:25][c:26]2[c:27]1[n:28][c:29]([N:31]1[CH2:32][CH2:33][NH:34][CH2:35][CH2:36]1)[s:30]2.[O:37]1[CH2:38][CH2:39][CH2:40][CH2:41]1>>[CH:1]([CH3:2])([CH3:3])[O:4][c:5]1[c:6]([C:7](=[O:9])[N:34]2[CH2:33][CH2:32][N:31]([c:29]3[n:28][c:27]4[c:22]([N+:19](=[O:20])[O-:21])[cH:23][cH:24][cH:25][c:26]4[s:30]3)[CH2:36][CH2:35]2)[cH:10][c:11]([S:14](=[O:15])(=[O:16])[CH3:17])[cH:12][cH:13]1. Product: CC(C)Oc1ccc(S(C)(=O)=O)cc1C(=O)N1CCN(c2nc3c([N+](=O)[O-])cccc3s2)CC1. Starting materials: CC(C)Oc1ccc(S(C)(=O)=O)cc1C(=O)O, Cl, O=[N+]([O-])c1cccc2sc(N3CCNCC3)nc12, C1CCOC1. The reactants are CCOC(=O)COc1ccc(Sc2cc(C#Cc3ccc(S(C)(=O)=O)cc3)cc(Oc3ncccc3C(F)(F)F)c2)cc1C, CCO, Cl, [Na+], [OH-]. The product is Cc1cc(Sc2cc(C#Cc3ccc(S(C)(=O)=O)cc3)cc(Oc3ncccc3C(F)(F)F)c2)ccc1OCC(=O)O. As a reaction SMILES: [CH2:1]([CH3:2])[O:3][C:4]([CH2:5][O:6][c:7]1[c:8]([CH3:43])[cH:9][c:10]([S:13][c:14]2[cH:15][c:16]([C:31]#[C:32][c:33]3[cH:34][cH:35][c:36]([S:39](=[O:40])(=[O:41])[CH3:42])[cH:37][cH:38]3)[cH:17][c:18]([O:20][c:21]3[n:22][cH:23][cH:24][cH:25][c:26]3[C:27]([F:28])([F:29])[F:30])[cH:19]2)[cH:11][cH:12]1)=[O:44].[CH3:48][CH2:49][OH:50].[ClH:47].[Na+:46].[OH-:45]>>[O:3]=[C:4]([CH2:5][O:6][c:7]1[c:8]([CH3:43])[cH:9][c:10]([S:13][c:14]2[cH:15][c:16]([C:31]#[C:32][c:33]3[cH:34][cH:35][c:36]([S:39](=[O:40])(=[O:41])[CH3:42])[cH:37][cH:38]3)[cH:17][c:18]([O:20][c:21]3[n:22][cH:23][cH:24][cH:25][c:26]3[C:27]([F:28])([F:29])[F:30])[cH:19]2)[cH:11][cH:12]1)[OH:44]. Starting materials: NNC(=O)CN1CCOCC1, CC(=O)c1cnc2nnn(Cc3ccc4ncccc4c3)c2n1. The product is CC(=NNC(=O)CN1CCOCC1)c1cnc2nnn(Cc3ccc4ncccc4c3)c2n1. As a reaction SMILES: [O:24]1[CH2:25][CH2:26][N:27]([CH2:30][C:31](=[O:32])[NH:33][NH2:34])[CH2:28][CH2:29]1.[n:1]1[cH:2][cH:3][cH:4][c:5]2[cH:6][c:7]([CH2:11][n:12]3[n:13][n:14][c:15]4[c:16]3[n:17][c:18]([C:21]([CH3:22])=[O:23])[cH:19][n:20]4)[cH:8][cH:9][c:10]12>>[n:1]1[cH:2][cH:3][cH:4][c:5]2[cH:6][c:7]([CH2:11][n:12]3[n:13][n:14][c:15]4[c:16]3[n:17][c:18]([C:21]([CH3:22])=[N:34][NH:33][C:31]([CH2:30][N:27]3[CH2:26][CH2:25][O:24][CH2:29][CH2:28]3)=[O:32])[cH:19][n:20]4)[cH:8][cH:9][c:10]12.